From a dataset of the Open Reaction Database (ORD), a public repository of structured organic reaction records. describe an organic reaction: reactants, conditions, products, and yield Starting materials: Cc1cc(NCC(C)C)c([N+](=O)[O-])c(Oc2ccccc2)n1, Cc1ccccc1. Product: Cc1cc(NCC(C)C)c(N)c(Oc2ccccc2)n1. Reaction SMILES: [CH3:1][CH:2]([CH2:3][NH:4][c:5]1[c:6]([N+:19]([O-:20])=[O:21])[c:7]([O:12][c:13]2[cH:14][cH:15][cH:16][cH:17][cH:18]2)[n:8][c:9]([CH3:11])[cH:10]1)[CH3:22].[CH3:23][c:24]1[cH:25][cH:26][cH:27][cH:28][cH:29]1>>[CH3:1][CH:2]([CH2:3][NH:4][c:5]1[c:6]([NH2:19])[c:7]([O:12][c:13]2[cH:14][cH:15][cH:16][cH:17][cH:18]2)[n:8][c:9]([CH3:11])[cH:10]1)[CH3:22]. Starting materials: Cl (HCl), C(N)(=N)C1=CC=C(C(=O)NCC(=O)C2=CC=C(OCC(=O)OC)C=C2)C=C1 (methyl p-(p-amidinobenzamidoacetyl)phenoxyacetate), C([O-])([O-])=O.[K+].[K+] (potassium carbonate), C(C)O (ethanol). Run in O (water), O (water). Run at time 4 hour. Yields the product C(N)(=N)C1=CC=C(C(=O)NCC(=O)C2=CC=C(OCC(=O)O)C=C2)C=C1 (p-(p-amidinobenzamidoacetyl)phenoxyacetic acid). Isolated yield 67.6%. RXN SMILES: [C:1]([C:4]1[CH:27]=[CH:26][C:7]([C:8]([NH:10][CH2:11][C:12]([C:14]2[CH:25]=[CH:24][C:17]([O:18][CH2:19][C:20]([O:22]C)=[O:21])=[CH:16][CH:15]=2)=[O:13])=[O:9])=[CH:6][CH:5]=1)(=[NH:3])[NH2:2].C(=O)([O-])[O-].[K+].[K+].C(O)C.Cl>O>[C:1]([C:4]1[CH:5]=[CH:6][C:7]([C:8]([NH:10][CH2:11][C:12]([C:14]2[CH:25]=[CH:24][C:17]([O:18][CH2:19][C:20]([OH:22])=[O:21])=[CH:16][CH:15]=2)=[O:13])=[O:9])=[CH:26][CH:27]=1)(=[NH:2])[NH2:3] |f:1.2.3|. Procedure: A mixture of 80 mg of methyl p-(p-amidinobenzamidoacetyl)phenoxyacetate (Example 25), 40 mg of potassium carbonate, 10 ml of ethanol and 4 ml of water was stirred at room temperature under argon for 4 hours. 10 ml of water were then added to the mixture, which was neutralized to pH 6 with 1N HCl. It was concentrated to 10 ml in vacuo and left to stand in a refrigerator overnight. The precipitate which had separated out was filtered off with suction and dried over KOH in vacuo at 50° C. 52 mg of ... Reactants: [O-][Cl+3]([O-])([O-])[O-], OCC1OC1c1ccc(C(F)(F)F)cc1, [Li+], [N-]=[N+]=[N-], [Na+]. Yields the product [N-]=[N+]=NC(c1ccc(C(F)(F)F)cc1)C(O)CO. As a reaction SMILES: [Cl+3:16]([O-:17])([O-:18])([O-:19])[O-:20].[F:1][C:2]([c:3]1[cH:4][cH:5][c:6]([CH:9]2[CH:10]([CH2:12][OH:13])[O:11]2)[cH:7][cH:8]1)([F:14])[F:15].[Li+:21].[N-:23]=[N+:24]=[N-:25].[Na+:22]>>[F:1][C:2]([c:3]1[cH:4][cH:5][c:6]([CH:9]([CH:10]([OH:11])[CH2:12][OH:13])[N:23]=[N+:24]=[N-:25])[cH:7][cH:8]1)([F:14])[F:15]. Reactants: COc1ccc(C2Sc3ccccc3N(CCN(C)C)C(=O)C2OCC(=O)OCc2ccccc2)cc1, CCO, [Na+], [OH-], O. The product is COc1ccc(C2Sc3ccccc3N(CCN(C)C)C(=O)C2OCC(=O)O)cc1. As a reaction SMILES: [CH3:1][O:2][c:3]1[cH:4][cH:5][c:6]([CH:9]2[S:10][c:11]3[c:12]([cH:34][cH:35][cH:36][cH:37]3)[N:13]([CH2:29][CH2:30][N:31]([CH3:32])[CH3:33])[C:14](=[O:28])[CH:15]2[O:16][CH2:17][C:18](=[O:19])[O:20][CH2:21][c:22]2[cH:23][cH:24][cH:25][cH:26][cH:27]2)[cH:7][cH:8]1.[CH3:41][CH2:42][OH:43].[Na+:39].[OH-:38].[OH2:40]>>[CH3:1][O:2][c:3]1[cH:4][cH:5][c:6]([CH:9]2[S:10][c:11]3[c:12]([cH:34][cH:35][cH:36][cH:37]3)[N:13]([CH2:29][CH2:30][N:31]([CH3:32])[CH3:33])[C:14](=[O:28])[CH:15]2[O:16][CH2:17][C:18](=[O:19])[OH:20])[cH:7][cH:8]1. The reactants are C(C1=CC=CC=C1)(=O)C1=CC=CC=C1 (benzophenone), CN(P(=O)(N(C)C)N(C)C)C (hexamethyl phosphoramide), C(C)(C)(C)C=1C=C(CC1)C (3-tert-butyl-1-methyl-cyclopentadiene), C(CCC)[Li].CCCCCC (n-butyl lithium hexane), Cl (hydrochloric acid). Run in O1CCCC1 (tetrahydrofuran), C(C)OCC (Diethyl ether), O1CCCC1 (tetrahydrofuran). Reaction conditions: time 3 day. Yields the product C(C)(C)(C)C=1C=C(C(C1)=C(C1=CC=CC=C1)C1=CC=CC=C1)C (3-tert-butyl-1-methyl-6,6-diphenyl fulvene), solid. Isolated yield 54.0%. RXN SMILES: [C:1]([C:5]1[CH:6]=[C:7]([CH3:10])[CH2:8][CH:9]=1)([CH3:4])([CH3:3])[CH3:2].C([Li])CCC.CCCCCC.CN(C)P(N(C)C)(N(C)C)=O.[C:33]([C:41]1[CH:46]=[CH:45][CH:44]=[CH:43][CH:42]=1)(=O)[C:34]1[CH:39]=[CH:38][CH:37]=[CH:36][CH:35]=1.Cl>O1CCCC1.C(OCC)C>[C:1]([C:5]1[CH:6]=[C:7]([CH3:10])[C:8](=[C:33]([C:41]2[CH:46]=[CH:45][CH:44]=[CH:43][CH:42]=2)[C:34]2[CH:39]=[CH:38][CH:37]=[CH:36][CH:35]=2)[CH:9]=1)([CH3:4])([CH3:3])[CH3:2] |f:1.2|. Procedure: In a 200 ml three-necked flask equipped with a magnetic stirrer chip and three-way cock thoroughly purged with nitrogen, 2.73 g of 3-tert-butyl-1-methyl-cyclopentadiene (20.1 mmol) was dissolved in 30 ml of dehydrated tetrahydrofuran in a nitrogen atmosphere. To the solution, 13.5 ml of n-butyl lithium/hexane solution (1.58M: 21.3 mmol) was gradually added dropwise in an ice bath and stirred at room temperature for 3 days. To the reaction solution, 10.5 ml of hexamethyl phosphoramide (60.4 mmol)... Starting materials: S(=O)(=O)([O-])[O-].[Na+].[Na+] (sodium sulfate), C(C)(=O)O[BH-](OC(C)=O)OC(C)=O.[Na+] (sodium triacetoxy borohydride), FC=1C=C2CCC(CC2=C(C1)F)=O (6,8-difluoro-3,4-dihydro-1H-naphthalen-2-one), Cl.C1(CC1)C1=NN=C(S1)NC(C(CCC)N)=O (2-amino-pentanoic acid (5-cyclopropyl-[1,3,4]thiadiazol-2-yl)-amide HCl). Run in C(C)N(CC)CC (triethyl amine), C(Cl)Cl (methylene chloride), C(C)(=O)O (acetic acid). Conditions: time 15 minute. Product: C1(CC1)C1=NN=C(S1)NC([C@H](CCC)NC1CC2=C(C=C(C=C2CC1)F)F)=O (2-(S)-(6,8-Difluoro-1,2,3,4-tetrahydro-naphthalen-2-ylamino)-pentanoic acid (5-cyclopropyl-[1,3,4]thiadiazol-2-yl)-amide). The yield is 75.3%. RXN SMILES: [F:1][C:2]1[CH:3]=[C:4]2[C:9](=[C:10]([F:12])[CH:11]=1)[CH2:8][C:7](=O)[CH2:6][CH2:5]2.Cl.[CH:15]1([C:18]2[S:22][C:21]([NH:23][C:24](=[O:30])[CH:25]([NH2:29])[CH2:26][CH2:27][CH3:28])=[N:20][N:19]=2)[CH2:17][CH2:16]1.S([O-])([O-])(=O)=O.[Na+].[Na+].C(O[BH-](OC(=O)C)OC(=O)C)(=O)C.[Na+]>C(Cl)Cl.C(O)(=O)C.C(N(CC)CC)C>[CH:15]1([C:18]2[S:22][C:21]([NH:23][C:24](=[O:30])[C@@H:25]([NH:29][CH:7]3[CH2:6][CH2:5][C:4]4[C:9](=[C:10]([F:12])[CH:11]=[C:2]([F:1])[CH:3]=4)[CH2:8]3)[CH2:26][CH2:27][CH3:28])=[N:20][N:19]=2)[CH2:16][CH2:17]1 |f:1.2,3.4.5,6.7|. Procedure: A mixture of 6,8-difluoro-3,4-dihydro-1H-naphthalen-2-one (182 mg, 1.0 mmol), 2-amino-pentanoic acid (5-cyclopropyl-[1,3,4]thiadiazol-2-yl)-amide HCl (277 mg, 1.0 mmol) in methylene chloride (25 mL) was treated with triethyl amine (0.14 mL), then acetic acid (0.27 mL) and sodium sulfate. After stirring for 15 min, 95% pure sodium triacetoxy borohydride (424 mg, 2.0 mmol) was added and the resulting mixture was stirred at rt overnight. The mixture was quenched with dilute water and extracted with... Starting materials: CCCBr, CCCCCC1(C)CSC(CC(=O)O)C(=O)O1, CCO, CCOCC, [Na]. The product is CCCCCC1(C)CSC(CC(=O)OCCC)C(=O)O1. Reaction SMILES: [Br:19][CH2:20][CH2:21][CH3:22].[CH2:2]([CH2:3][CH2:4][CH2:5][CH3:6])[C:7]1([CH3:18])[CH2:8][S:9][CH:10]([CH2:14][C:15](=[O:16])[OH:17])[C:11](=[O:13])[O:12]1.[CH3:23][CH2:24][OH:25].[CH3:26][CH2:27][O:28][CH2:29][CH3:30].[Na:1]>>[CH2:2]([CH2:3][CH2:4][CH2:5][CH3:6])[C:7]1([CH3:18])[CH2:8][S:9][CH:10]([CH2:14][C:15]([O:16][CH2:20][CH2:21][CH3:22])=[O:17])[C:11](=[O:13])[O:12]1.